Dataset: the Open Reaction Database (ORD), a public repository of structured organic reaction records. Task: describe an organic reaction: reactants, conditions, products, and yield Starting materials: CN1CC[C@]23C4=C5C=CC(=C4O[C@H]2[C@H](C=C[C@H]3[C@H]1C5)O)OC.C(CCCCCCCCCCC)(=O)[O-] (Codeine laurate), C([C@@H]1[C@@H]2[C@@H]([C@H]([C@H](O1)O[C@@H]3[C@H](O[C@@H]([C@@H]([C@H]3O)O)O[C@@H]4[C@H](O[C@@H]([C@@H]([C@H]4O)O)O[C@@H]5[C@H](OC([C@@H]([C@H]5O)O)OC6[C@H](OC([C@@H]([C@H]6O)O)C7[C@H](OC([C@@H]([C@H]7O)O)O[C@@H]8[C@H](O[C@@H]([C@@H]([C@H]8O)O)O[C@@H]9[C@H](O[C@H](O2)[C@@H]([C@H]9O)O)CO)CO)CO)CO)CO)CO)CO)O)O)O (gamma-cyclodextrin), C([C@@H]1[C@@H]2[C@@H]([C@H]([C@H](O1)O[C@@H]3[C@H](O[C@@H]([C@@H]([C@H]3O)O)O[C@@H]4[C@H](O[C@@H]([C@@H]([C@H]4O)O)O[C@@H]5[C@H](OC([C@@H]([C@H]5O)O)OC6[C@H](OC([C@@H]([C@H]6O)O)C7[C@H](OC([C@@H]([C@H]7O)O)O[C@@H]8[C@H](O[C@@H]([C@@H]([C@H]8O)O)O[C@@H]9[C@H](O[C@H](O2)[C@@H]([C@H]9O)O)CO)CO)CO)CO)CO)CO)CO)O)O)O (gamma-cyclodextrin), CN1CC[C@]23C4=C5C=CC(=C4O[C@H]2[C@H](C=C[C@H]3[C@H]1C5)O)OC.C(CCCCCCCCCCC)(=O)[O-] (Codeine laurate). Run in O (Water). Run at time 30 minute. The product is CN1CC[C@]23[C@@H]4[C@H]1CC5=C2C(=C(C=C5)OC)O[C@H]3[C@H](C=C4)O (codeine base). Reaction SMILES: [CH3:1][N:2]1[C@@H:18]2[CH2:19][C:7]3[CH:8]=[CH:9][C:10]([O:21][CH3:22])=[C:11]4[O:12][C@H:13]5[C@@H:14]([OH:20])[CH:15]=[CH:16][C@@H:17]2[C@:5]5([C:6]=34)[CH2:4][CH2:3]1.C([O-])(=O)CCCCCCCCCCC.C(O)[C@H]1O[C@@H]2O[C@H]3[C@H](O)[C@@H](O)[C@@H](O[C@H]4[C@H](O)[C@@H](O)[C@@H](O[C@H]5[C@H](O)[C@@H](O)C(OC6[C@H](O)[C@@H](O)C(C7[C@H](O)[C@@H](O)C(O[C@H]8[C@H](O)[C@@H](O)[C@@H](O[C@H]9[C@H](O)[C@@H](O)[C@@H](O[C@H]1[C@H](O)[C@H]2O)O[C@@H]9CO)O[C@@H]8CO)O[C@@H]7CO)O[C@@H]6CO)O[C@@H]5CO)O[C@@H]4CO)O[C@@H]3CO>O>[CH3:1][N:2]1[C@@H:18]2[CH2:19][C:7]3[CH:8]=[CH:9][C:10]([O:21][CH3:22])=[C:11]4[O:12][C@H:13]5[C@@H:14]([OH:20])[CH:15]=[CH:16][C@@H:17]2[C@:5]5([C:6]=34)[CH2:4][CH2:3]1 |f:0.1|. Procedure: Codeine laurate and gamma-cyclodextrin were complexed by the kneading method. Codeine laurate (0.700 g) and gamma-cyclodextrin (1.754 g) were blended together. Water (2.5 mL) was added and the mixture ground together in a mortar with a pestle to form a uniform paste. Grinding was continued for 30 minutes. The paste was then dried in a vacuum oven (40° C.; 0 bar) for 48 hours. The solid mass was broken up, passed through a 60 mesh screen and returned to the vacuum oven (40° C.; 0 bar) for 12 hour... Yields the product FC(C1=CC=C(C=C1)C1=CC=C(C=C1)C(CCCCCC)O)(F)F (1-(4′-Trifluoromethyl-biphenyl-4-yl)-heptan-1-ol). Reaction conditions: time 1.5 hour. Reaction SMILES: [CH2:1]([Mg]Br)[CH2:2][CH2:3][CH2:4][CH2:5][CH3:6].[F:9][C:10]([F:26])([F:25])[C:11]1[CH:16]=[CH:15][C:14]([C:17]2[CH:22]=[CH:21][C:20]([CH:23]=[O:24])=[CH:19][CH:18]=2)=[CH:13][CH:12]=1.O.[Cl-].[Na+]>O1CCCC1.C(OCC)(=O)C>[F:9][C:10]([F:25])([F:26])[C:11]1[CH:12]=[CH:13][C:14]([C:17]2[CH:22]=[CH:21][C:20]([CH:23]([OH:24])[CH2:1][CH2:2][CH2:3][CH2:4][CH2:5][CH3:6])=[CH:19][CH:18]=2)=[CH:15][CH:16]=1 |f:3.4|. Reactants: [Cl-].[Na+] (sodium chloride), C(CCCCC)[Mg]Br (hexyl magnesium bromide), FC(C1=CC=C(C=C1)C1=CC=C(C=C1)C=O)(F)F (4′-trifluoromethyl-biphenyl-4-carbaldehyde), O (water). Run in O1CCCC1 (tetrahydro-furan), C(C)(=O)OCC (ethyl acetate). The yield is 72.5%. Procedure details: Add hexyl magnesium bromide (2.0M in ethyl ether, 8 mL, 16 mmol) to 4′-trifluoromethyl-biphenyl-4-carbaldehyde (2.0 g, 8 mmol) (prepared in a manner substantially similar to preparation 25, or other methods known in the art) in tetrahydro-furan (30 mL) at 0° C. under inert atmosphere. Stir 1.5 hours. Quench reaction with saturated solution of ammonium chloride, dilute with ethyl acetate. Wash organic phase with water then saturated sodium chloride solution. Dry organic fraction with Na2SO4, filt... The reactants are CC(C)(C)[O-], CN(C)C=O, O=Cc1ccc(C#Cc2cc3ccccc3s2)s1, CCOP(=O)(OCC)C(Cl)c1ccc(Cl)cc1, [K+]. Yields the product Clc1ccc(C#Cc2ccc(C#Cc3cc4ccccc4s3)s2)cc1. RXN SMILES: [CH3:36][C:37]([CH3:38])([O-:39])[CH3:40].[CH3:42][N:43]([CH3:44])[CH:45]=[O:46].[CH:1](=[O:2])[c:3]1[cH:4][cH:5][c:6]([C:8]#[C:9][c:10]2[s:11][c:12]3[c:13]([cH:14]2)[cH:15][cH:16][cH:17][cH:18]3)[s:7]1.[Cl:19][c:20]1[cH:21][cH:22][c:23]([CH:26]([P:27](=[O:28])([O:29][CH2:30][CH3:31])[O:32][CH2:33][CH3:34])[Cl:35])[cH:24][cH:25]1.[K+:41]>>[C:1]([c:3]1[cH:4][cH:5][c:6]([C:8]#[C:9][c:10]2[s:11][c:12]3[c:13]([cH:14]2)[cH:15][cH:16][cH:17][cH:18]3)[s:7]1)#[C:26][c:23]1[cH:22][cH:21][c:20]([Cl:19])[cH:25][cH:24]1. Starting materials: C=O, C=C(C(=O)OCC)C(=O)OCC, CO, O=[O+][O-]. Yields the product CCOC(=O)C(=O)C(=O)OCC. RXN SMILES: [CH2:13]=[O:14].[CH2:1]=[C:2]([C:3](=[O:4])[O:5][CH2:6][CH3:7])[C:8](=[O:9])[O:10][CH2:11][CH3:12].[CH3:18][OH:19].[O-:15][O+:16]=[O:17]>>[C:2]([C:3](=[O:4])[O:5][CH2:6][CH3:7])([C:8](=[O:9])[O:10][CH2:11][CH3:12])=[O:15]. Starting materials: C1COCCO1, CCOC(C)=O, CCC(CC)N1C(=O)C(C)(C)c2cnc(Cl)nc21, CC(=O)N1CCN(c2ccc(N)cc2)CC1, CN(C)C=O, Cc1ccc(S(=O)(=O)O)cc1. Product: CCC(CC)N1C(=O)C(C)(C)c2cnc(Nc3ccc(N4CCN(C(C)=O)CC4)cc3)nc21. RXN SMILES: [CH2:46]1[O:47][CH2:48][CH2:49][O:50][CH2:51]1.[CH3:57][CH2:58][O:59][C:60]([CH3:61])=[O:62].[Cl:1][c:2]1[n:3][cH:4][c:5]2[c:6]([n:7]1)[N:8]([CH:14]([CH2:15][CH3:16])[CH2:17][CH3:18])[C:9](=[O:13])[C:10]2([CH3:11])[CH3:12].[NH2:19][c:20]1[cH:21][cH:22][c:23]([N:26]2[CH2:27][CH2:28][N:29]([C:32]([CH3:33])=[O:34])[CH2:30][CH2:31]2)[cH:24][cH:25]1.[O:52]=[CH:53][N:54]([CH3:55])[CH3:56].[c:35]1([CH3:36])[cH:37][cH:38][c:39]([S:40]([OH:41])(=[O:42])=[O:43])[cH:44][cH:45]1>>[c:2]1([NH:19][c:20]2[cH:21][cH:22][c:23]([N:26]3[CH2:27][CH2:28][N:29]([C:32]([CH3:33])=[O:34])[CH2:30][CH2:31]3)[cH:24][cH:25]2)[n:3][cH:4][c:5]2[c:6]([n:7]1)[N:8]([CH:14]([CH2:15][CH3:16])[CH2:17][CH3:18])[C:9](=[O:13])[C:10]2([CH3:11])[CH3:12]. Reactants: [Na+].C(C)[N+]1=C(C(C2=CC(=CC=C12)S(=O)(=O)O)(CCCS(=O)(=O)O)C)\C=C\C=C\NC1=CC=CC=C1 (1-ethyl-3-methyl-2-((1E,3E)-4-phenylamino-buta-1,3-dienyl)-5-sulfo-3-(3-sulfo-propyl)-3H-indolium sodium salt), [Na].C(=O)(O)CCCC1(C(=[N+](C2=CC=C(C=C12)S(=O)(=O)[O-])CCCS(=O)(=O)O)C)C (3-(3-carboxypropyl)-2,3-dimethyl-5-sulfonato-1-(3-sulfopropyl)-3H-indolium sodium salt), CCOCC (ether), N1=CC=CC=C1 (pyridine). Run in C(C)(=O)O (acetic acid), C(C)(=O)OC(C)=O (acetic anhydride). The product is [Na+].[Na+].[Na+].C(=O)(O)CCCC1(/C(/N(C2=CC=C(C=C12)S(=O)(=O)O)CCCS(=O)(=O)O)=C\C=C\C=C\C1=[N+](C2=CC=C(C=C2C1(CCCS(=O)(=O)O)C)S(=O)(=O)O)CC)C (2-{(1E,3E)-5-[3-(3-carboxy-propyl)-3-methyl-5-sulfo-1-(3-sulfo-propyl)-1,3-dihydro-indole-(2E)-ylidene]-penta-1,3-dienyl}-1-ethyl-3-methyl-5-sulfo-3-(3-sulfo-propyl)-3H-indolium trisodium salt). As a reaction SMILES: [Na+:1].[CH2:2]([N+:4]1[C:12]2[C:7](=[CH:8][C:9]([S:13]([OH:16])(=[O:15])=[O:14])=[CH:10][CH:11]=2)[C:6]([CH3:24])([CH2:17][CH2:18][CH2:19][S:20]([OH:23])(=[O:22])=[O:21])[C:5]=1/[CH:25]=[CH:26]/[CH:27]=[CH:28]/NC1C=CC=CC=1)[CH3:3].[Na].[C:37]([CH2:40][CH2:41][CH2:42][C:43]1([CH3:64])[C:51]2[C:46](=[CH:47][CH:48]=[C:49]([S:52]([O-:55])(=[O:54])=[O:53])[CH:50]=2)[N+:45]([CH2:56][CH2:57][CH2:58][S:59]([OH:62])(=[O:61])=[O:60])=[C:44]1[CH3:63])([OH:39])=[O:38].N1C=CC=CC=1.CCOCC>C(O)(=O)C.C(OC(=O)C)(=O)C>[Na+:1].[Na+:1].[Na+:1].[C:37]([CH2:40][CH2:41][CH2:42][C:43]1([CH3:64])[C:51]2[C:46](=[CH:47][CH:48]=[C:49]([S:52]([OH:55])(=[O:54])=[O:53])[CH:50]=2)[N:45]([CH2:56][CH2:57][CH2:58][S:59]([OH:62])(=[O:60])=[O:61])/[C:44]/1=[CH:63]/[CH:28]=[CH:27]/[CH:26]=[CH:25]/[C:5]1[C:6]([CH3:24])([CH2:17][CH2:18][CH2:19][S:20]([OH:23])(=[O:22])=[O:21])[C:7]2[C:12](=[CH:11][CH:10]=[C:9]([S:13]([OH:16])(=[O:14])=[O:15])[CH:8]=2)[N+:4]=1[CH2:2][CH3:3])([OH:39])=[O:38] |f:0.1,2.3,8.9.10.11,^1:35|. Procedure: 516 mg (1 mmol) 1-ethyl-3-methyl-2-((1E,3E)-4-phenylamino-buta-1,3-dienyl)-5-sulfo-3-(3-sulfo-propyl)-3H-indolium sodium salt and 483 mg (1 mmol) 3-(3-carboxypropyl)-2,3-dimethyl-5-sulfonato-1-(3-sulfopropyl)-3H-indolium sodium salt were dissolved in a mixture of 10 ml acetic acid and 10 ml acetic anhydride followed by the addition of 5 ml pyridine. The solution was stirred under reflux for 15 min. Twenty ml ether was added after cooling to room temperature. The obtained precipitate (mixture of ... Starting materials: C(C)NCC (Diethylamine), C(C)(C)OC1=NC(=CC2=CC(=CC=C12)C(=O)O)NC1=NNC(=C1)C (1-Isopropoxy-3-(5-methyl-1H-pyrazol-3-ylamino)-isoquinoline-6-carboxylic acid), C=1C=CC2=C(C1)N=NN2O (HOBt), CCN=C=NCCCN(C)C (EDCI). Run in C(Cl)Cl (CH2Cl2), C(C)N(CC)CC (triethylamine). Reaction conditions: time 3 hour. Product: C(C)N(C(=O)C=1C=C2C=C(N=C(C2=CC1)OC(C)C)NC1=NNC(=C1)C)CC (1-Isopropoxy-3-(5-methyl-1H-pyrazol-3-ylamino)-isoquinoline-6-carboxylic acid diethylamide). Yield: 80.0%. As a reaction SMILES: [CH2:1]([NH:3][CH2:4][CH3:5])[CH3:2].[CH:6]([O:9][C:10]1[C:19]2[C:14](=[CH:15][C:16]([C:20]([OH:22])=O)=[CH:17][CH:18]=2)[CH:13]=[C:12]([NH:23][C:24]2[CH:28]=[C:27]([CH3:29])[NH:26][N:25]=2)[N:11]=1)([CH3:8])[CH3:7].C1C=CC2N(O)N=NC=2C=1.CCN=C=NCCCN(C)C>C(Cl)Cl.C(N(CC)CC)C>[CH2:1]([N:3]([CH2:4][CH3:5])[C:20]([C:16]1[CH:15]=[C:14]2[C:19](=[CH:18][CH:17]=1)[C:10]([O:9][CH:6]([CH3:7])[CH3:8])=[N:11][C:12]([NH:23][C:24]1[CH:28]=[C:27]([CH3:29])[NH:26][N:25]=1)=[CH:13]2)=[O:22])[CH3:2]. Procedure details: Diethylamine (14 ul) and triethylamine (17 ul) in CH2Cl2 (5 ml) was added to 1-Isopropoxy-3-(5-methyl-1H-pyrazol-3-ylamino)-isoquinoline-6-carboxylic acid (33 mg), HOBt (18 mg), EDCI (25 mg) at 0° C. in order. The mixture was stirred at room temperature for 3 hrs and washed with 8% NaOH, water and brine, dried with anhydrous sodium sulfate and concentrated. The residue was purified by preparative LC-MS to give 31 mg of product as yellow solid. (80% yield). LC-MS: m/e 382 (MH+).